This data is from the Open Reaction Database (ORD), a public repository of structured organic reaction records. The task is: describe an organic reaction: reactants, conditions, products, and yield Reactants: CP(=O)(C(C(=O)OC)O)C (methyl 2-(dimethylphosphinoyl)-2-hydroxyacetate), N (NH3). The solvent is CO (methanol). Reaction conditions: time 6 day. The product is CP(=O)(C(C(=O)N)O)C (2-(Dimethylphosphinoyl)-2-hydroxy-acetamide). Isolated yield 82.2%. Reaction SMILES: [CH3:1][P:2]([CH3:10])([CH:4]([OH:9])[C:5](OC)=[O:6])=[O:3].[NH3:11]>CO>[CH3:1][P:2]([CH3:10])([CH:4]([OH:9])[C:5]([NH2:11])=[O:6])=[O:3]. Procedure: 16.6 g (0.1 mol) of methyl 2-(dimethylphosphinoyl)-2-hydroxyacetate are dissolved in 70 ml of methanol, which has first been gassed with NH3 gas for 10 minutes. After the mixture has been left to stand in a bomb tube at 25° for six days, it is filtered and concentrated and the oily residue is digested with ethyl acetate. 12.4 g (82.2%) of the amide of melting point 155° are obtained. Reactants: C(C)(=O)[O-].[Na+].C(CC)(=O)O (sodium acetate propionic acid). Solvent: O (water). The product is solution, C(C)(=O)[O-].[Na+] (sodium acetate), C(CC)(=O)O (propionic acid). The yield is 70.0%. RXN SMILES: [C:1]([O-:4])(=[O:3])[CH3:2].[Na+:5].[C:6]([OH:10])(=[O:9])[CH2:7][CH3:8]>O>[C:1]([O-:4])(=[O:3])[CH3:2].[Na+:5].[C:6]([OH:10])(=[O:9])[CH2:7][CH3:8] |f:0.1.2,4.5|. Procedure: About 70 g of mixed, crystalline salt sodium acetate-propionic acid is dissolved in 30 g of water to yield a 70 percent solution by weight of dissociated sodium acetate and propionic acid. Product: C(C)(C)(C)[Si](OC(C)C=1OC(=CN1)CN1N=C(C=C1)[N+](=O)[O-])(C)C (2-[1-(tert-Butyl-dimethyl-silanyloxy)-ethyl]-5-(3-nitro-pyrazol-1-ylmethyl)-oxazole). Solvent: CC(=O)C (acetone). Starting materials: N#N (N2), C(C)(C)(C)[Si](OC(C)C=1OC(=CN1)CCl)(C)C (2-[1-(tert-butyl-dimethyl-silanyloxy)-ethyl]-5-chloromethyl-oxazole), [N+](=O)([O-])C1=CC=NN1 (5-nitro-1H-pyrazole), [Br-] (bromide), C(=O)([O-])[O-].[K+].[K+] (K2CO3). Reaction SMILES: N#N.[C:3]([Si:7]([CH3:19])([CH3:18])[O:8][CH:9]([C:11]1[O:12][C:13]([CH2:16]Cl)=[CH:14][N:15]=1)[CH3:10])([CH3:6])([CH3:5])[CH3:4].[N+:20]([C:23]1[NH:27][N:26]=[CH:25][CH:24]=1)([O-:22])=[O:21].[Br-].C([O-])([O-])=O.[K+].[K+]>CC(C)=O>[C:3]([Si:7]([CH3:19])([CH3:18])[O:8][CH:9]([C:11]1[O:12][C:13]([CH2:16][N:26]2[CH:25]=[CH:24][C:23]([N+:20]([O-:22])=[O:21])=[N:27]2)=[CH:14][N:15]=1)[CH3:10])([CH3:6])([CH3:5])[CH3:4] |f:4.5.6|. Reported procedure: In a flame dried round-bottomed flask equipped with a magnetic stir bar and under inert atmosphere (N2), a solution of 2-[1-(tert-butyl-dimethyl-silanyloxy)-ethyl]-5-chloromethyl-oxazole (243 mg, 0.88 mmol), 5-nitro-1H-pyrazole (100 mg, 0.88 mmol) and TBA bromide (57 mg, 0.18 mmol) in acetone (2.0 mL) was treated with K2CO3 (365 mg, 2.64 mmol) and the reaction mixture was stirred at rt until completion. The solvent was removed under reduced pressure and water (10 mL) followed by EA (10 mL) were ... Starting materials: ClC1=CC(=C(C=C1)N1N=C(N(C1=O)C(F)F)C)F (1-(4-chloro-2-fluorophenyl)-4-difluoromethyl4,5-dihydro-3-methyl-5-oxo-1H-1,2,4-triazole), ice, II (iodine crystals), N1N=NC=C1 (triazole). Solvent: S(O)(O)(=O)=O (sulfuric acid). Yields the product ClC1=CC(=C(C=C1I)N1N=C(N(C1=O)C(F)F)C)F (1-(4-chloro-2-fluoro-5-iodophenyl)-4-difluoromethyl4,5-dihydro-3-methyl-5-oxo-1H-1,2,4-triazole). Isolated yield 93.0%. Reaction SMILES: [Cl:1][C:2]1[CH:7]=[CH:6][C:5]([N:8]2[C:12](=[O:13])[N:11]([CH:14]([F:16])[F:15])[C:10]([CH3:17])=[N:9]2)=[C:4]([F:18])[CH:3]=1.[I:19]I.N1C=CN=N1>S(=O)(=O)(O)O>[Cl:1][C:2]1[C:7]([I:19])=[CH:6][C:5]([N:8]2[C:12](=[O:13])[N:11]([CH:14]([F:15])[F:16])[C:10]([CH3:17])=[N:9]2)=[C:4]([F:18])[CH:3]=1. Reported procedure: To a 250 mL roundbottom flask equipped with a mechanical stirrer and a thermometer was added 100 mL of 20% fuming sulfuric acid (oleum) (% wt/vol. triazole to solvent—28.7%), followed by 28.7 grams (0.104 mole—1.0 equiv.) of 1-(4-chloro-2-fluorophenyl)-4-difluoromethyl4,5-dihydro-3-methyl-5-oxo-1H-1,2,4-triazole. The mixture was vigorously stirred at ambient temperature to effect dissolution. The mixture was cooled in an ice-bath, and 26.3 grams (0.104 mole—1.0 equiv.) of iodine crystals were ad... RXN SMILES: Cl.Cl.[N:3]12[CH2:10][CH2:9][CH:6]([CH2:7][CH2:8]1)[C@H:5]([NH2:11])[CH2:4]2.[C:12]1(/[CH:18]=[CH:19]/[C:20](O)=[O:21])[CH:17]=[CH:16][CH:15]=[CH:14][CH:13]=1>>[N:3]12[CH2:10][CH2:9][CH:6]([CH2:7][CH2:8]1)[C@H:5]([NH:11][C:20](=[O:21])/[CH:19]=[CH:18]/[C:12]1[CH:17]=[CH:16][CH:15]=[CH:14][CH:13]=1)[CH2:4]2 |f:0.1.2|. Procedure: Prepared as free base by a method analogous to that described in Example 1 from (S)-1-azabicyclo[2.2.2]oct-3-ylamine dihydrochloride and E-3-phenylpropenoic acid; MS (ES+) 257 (MH+). Reactants: Cl.Cl.N12C[C@H](C(CC1)CC2)N ((S)-1-azabicyclo[2.2.2]oct-3-ylamine dihydrochloride), C1(=CC=CC=C1)/C=C/C(=O)O (E-3-phenylpropenoic acid). Product: N12C[C@H](C(CC1)CC2)NC(\C=C\C2=CC=CC=C2)=O ((S)-N-(1-Azabicyclo[2.2.2]oct-3-yl)(E-3-phenylpropenamide)). Starting materials: COc1ccccc1Br, CON(C)C(=O)c1cn(-c2cccc(-c3cccnc3F)c2)cn1. The product is COc1ccccc1C(=O)c1cn(-c2cccc(-c3cccnc3F)c2)cn1. RXN SMILES: [Br:25][c:26]1[c:27]([O:32][CH3:33])[cH:28][cH:29][cH:30][cH:31]1.[CH3:1][O:2][N:3]([C:4](=[O:5])[c:6]1[n:7][cH:8][n:9](-[c:11]2[cH:12][c:13](-[c:17]3[c:18]([F:23])[n:19][cH:20][cH:21][cH:22]3)[cH:14][cH:15][cH:16]2)[cH:10]1)[CH3:24]>>[C:4](=[O:5])([c:6]1[n:7][cH:8][n:9](-[c:11]2[cH:12][c:13](-[c:17]3[c:18]([F:23])[n:19][cH:20][cH:21][cH:22]3)[cH:14][cH:15][cH:16]2)[cH:10]1)[c:26]1[c:27]([O:32][CH3:33])[cH:28][cH:29][cH:30][cH:31]1. Starting materials: O=C(n1ccnc1)n1ccnc1, O=C(O)COC12CC3CC(CC(C3)C1)C2, CC1(C)OC(=O)CC(=O)O1, ClCCl, c1ccncc1. Product: CC1(C)OC(=O)C(=C(O)COC23CC4CC(CC(C4)C2)C3)C(=O)O1. Reaction SMILES: [C:16]([n:17]1[cH:18][cH:19][n:20][cH:21]1)([n:22]1[cH:23][cH:24][n:25][cH:26]1)=[O:27].[C:1]12([O:11][CH2:12][C:13](=[O:14])[OH:15])[CH2:2][CH:3]3[CH2:4][CH:5]([CH2:6][CH:7]([CH2:8]1)[CH2:9]3)[CH2:10]2.[CH3:28][C:29]1([CH3:37])[O:30][C:31](=[O:36])[CH2:32][C:33](=[O:35])[O:34]1.[Cl:44][CH2:45][Cl:46].[cH:38]1[cH:39][cH:40][n:41][cH:42][cH:43]1>>[C:1]12([O:11][CH2:12][C:13]([OH:14])=[C:32]3[C:31](=[O:36])[O:30][C:29]([CH3:28])([CH3:37])[O:34][C:33]3=[O:35])[CH2:2][CH:3]3[CH2:4][CH:5]([CH2:6][CH:7]([CH2:8]1)[CH2:9]3)[CH2:10]2. Reactants: NC=1N(N=CC1C1=CC=C(C=C1)CC1=CC(=CC=C1)C)C(N)=O (3-amino-2-carbamoyl-4- {4-(3-methylphenylmethyl) phenyl} pyrazole), C(OCC)([O-])[O-] (ethyl orthoformate), CN(C=O)C (N,N-dimethylformamide). Solvent: C(C)(=O)OCC (ethyl acetate). Reaction conditions: time 1 hour. The product is OC1=NC=NC=2N1N=CC2C2=CC=C(C=C2)CC2=CC(=CC=C2)C (4-hydroxy-8-[4-(3-methylphenylmethyl)phenyl]pyrazolo[1,5-a]-1,3,5-triazine). As a reaction SMILES: [NH2:1][C:2]1[N:3]([C:21](=[O:23])[NH2:22])[N:4]=[CH:5][C:6]=1[C:7]1[CH:12]=[CH:11][C:10]([CH2:13][C:14]2[CH:19]=[CH:18][CH:17]=[C:16]([CH3:20])[CH:15]=2)=[CH:9][CH:8]=1.[CH:24]([O-])([O-])OCC.CN(C)C=O>C(OCC)(=O)C>[OH:23][C:21]1[N:3]2[N:4]=[CH:5][C:6]([C:7]3[CH:12]=[CH:11][C:10]([CH2:13][C:14]4[CH:19]=[CH:18][CH:17]=[C:16]([CH3:20])[CH:15]=4)=[CH:9][CH:8]=3)=[C:2]2[N:1]=[CH:24][N:22]=1. Reported procedure: A mixture of 3-amino-2-carbamoyl-4- {4-(3-methylphenylmethyl) phenyl} pyrazole (3.0 g), ethyl orthoformate (2 ml) and N,N-dimethylformamide (4 ml) was heated and stirred at 100° C. to 110° C. After 1 hour, to the mixture was added ethyl acetate (50 ml). The precipitate was separated by filtration, washed with etyl acetate, dried to give the title compound (2.0 g).